Dataset: the Open Reaction Database (ORD), a public repository of structured organic reaction records. Task: describe an organic reaction: reactants, conditions, products, and yield The reactants are COCCCC=1C=CC(=C(C(=O)OC)C1)SC (Methyl 5-[3-(methyloxy)propyl]-2-(methylthio)benzoate), [H-].[Al+3].[Li+].[H-].[H-].[H-] (lithium aluminum hydride). Run in C1CCOC1 (THF). Conditions: time 16 hour. Product: COCCCC=1C=CC(=C(CO)C1)SC (5-[3-(Methyloxy)propyl]-2-(methylthio)benzyl alcohol). RXN SMILES: [CH3:1][O:2][CH2:3][CH2:4][CH2:5][C:6]1[CH:7]=[CH:8][C:9]([S:16][CH3:17])=[C:10]([CH:15]=1)[C:11](OC)=[O:12].[H-].[Al+3].[Li+].[H-].[H-].[H-]>C1COCC1>[CH3:1][O:2][CH2:3][CH2:4][CH2:5][C:6]1[CH:7]=[CH:8][C:9]([S:16][CH3:17])=[C:10]([CH:15]=1)[CH2:11][OH:12] |f:1.2.3.4.5.6|. Reported procedure: Methyl 5-[3-(methyloxy)propyl]-2-(methylthio)benzoate (1 eq.) from the previous step was taken up in THF (0.1 M) and then added lithium aluminum hydride (1 eq.). The reaction mixture thus obtained was stirred at RT for 16 h. The reaction was then quenched with 1 N aq. HCl and extracted with ether. The combined organic extracts were washed further with water and brine, dried over Na2SO4 and filtered. Concentration of the filtrate in vacuo afforded the crude title compound as a white solid. Starting materials: O=C([O-])[O-], CNc1ccccc1, CC#N, O=C1CCc2c(C3OCCO3)cccc2N1Cc1ccc(CCl)cc1, ClCCl, [K+], [K+], O. Yields the product CN(Cc1ccc(CN2C(=O)CCc3c(C4OCCO4)cccc32)cc1)c1ccccc1. Reaction SMILES: [C:34](=[O:35])([O-:36])[O-:37].[CH3:26][NH:27][c:28]1[cH:29][cH:30][cH:31][cH:32][cH:33]1.[CH3:40][C:41]#[N:42].[Cl:1][CH2:2][c:3]1[cH:4][cH:5][c:6]([CH2:7][N:8]2[C:9](=[O:23])[CH2:10][CH2:11][c:12]3[c:13]([CH:18]4[O:19][CH2:20][CH2:21][O:22]4)[cH:14][cH:15][cH:16][c:17]32)[cH:24][cH:25]1.[Cl:43][CH2:44][Cl:45].[K+:38].[K+:39].[OH2:46]>>[CH2:2]([c:3]1[cH:4][cH:5][c:6]([CH2:7][N:8]2[C:9](=[O:23])[CH2:10][CH2:11][c:12]3[c:13]([CH:18]4[O:19][CH2:20][CH2:21][O:22]4)[cH:14][cH:15][cH:16][c:17]32)[cH:24][cH:25]1)[N:27]([CH3:26])[c:28]1[cH:29][cH:30][cH:31][cH:32][cH:33]1. Reactants: CC(C[C@H](C(C(=O)OCC1=CC=CC=C1)C(=O)OC(C)(C)C)C(=O)OCC1=CC=CC=C1)C (1,2-dibenzyl 1-tert.butyl 4-methyl-1,1,2(R)-pentanetricarboxylate), C(C=C)Br (allyl bromide). The product is CC(C[C@H](C(C(=O)OCC1=CC=CC=C1)(C(=O)OC(C)(C)C)CC=C)C(=O)OCC1=CC=CC=C1)C (1,2-dibenzyl 1-tert.butyl 4-methyl-1-(prop-2-en-1-yl)-1,1,2(R)-pentanetricarboxylate). Isolated yield 91.3%. RXN SMILES: [CH3:1][CH:2]([CH3:33])[CH2:3][C@@H:4]([C:23]([O:25][CH2:26][C:27]1[CH:32]=[CH:31][CH:30]=[CH:29][CH:28]=1)=[O:24])[CH:5]([C:16]([O:18][C:19]([CH3:22])([CH3:21])[CH3:20])=[O:17])[C:6]([O:8][CH2:9][C:10]1[CH:15]=[CH:14][CH:13]=[CH:12][CH:11]=1)=[O:7].[CH2:34](Br)[CH:35]=[CH2:36]>>[CH3:1][CH:2]([CH3:33])[CH2:3][C@@H:4]([C:23]([O:25][CH2:26][C:27]1[CH:28]=[CH:29][CH:30]=[CH:31][CH:32]=1)=[O:24])[C:5]([CH2:36][CH:35]=[CH2:34])([C:16]([O:18][C:19]([CH3:22])([CH3:21])[CH3:20])=[O:17])[C:6]([O:8][CH2:9][C:10]1[CH:15]=[CH:14][CH:13]=[CH:12][CH:11]=1)=[O:7]. Procedure: In a manner analogous to that described in Example 45(i), from 7.28 g of 1,2-dibenzyl 1-tert.butyl 4-methyl-1,1,2(R)-pentanetricarboxylate and 3.88 g of allyl bromide there were obtained 7.234 g of 1,2-dibenzyl 1-tert.butyl 4-methyl-1-(prop-2-en-1-yl)-1,1,2(R)-pentanetricarboxylate in the form of a colorless oil; MS: 495 (M+H)+. The reactants are ON=C1CCC(CC1)C(=O)OCC (Ethyl 4-(hydroxyimino)cyclohexanecarboxylate), S(O)(O)(=O)=O (sulfuric acid). Run in C(C)O (ethanol). Yields the product O=C1CCC(CCN1)C(=O)OCC (ethyl 7-oxoazepane-4-carboxylate). RXN SMILES: O[N:2]=[C:3]1[CH2:8][CH2:7][CH:6]([C:9]([O:11][CH2:12][CH3:13])=[O:10])[CH2:5][CH2:4]1.S(=O)(=O)(O)[OH:15]>C(O)C>[O:15]=[C:3]1[NH:2][CH2:8][CH2:7][CH:6]([C:9]([O:11][CH2:12][CH3:13])=[O:10])[CH2:5][CH2:4]1. Reported procedure: Ethyl 4-(hydroxyimino)cyclohexanecarboxylate was reacted in the presence of conc. sulfuric acid in ethanol to produce ethyl 7-oxoazepane-4-carboxylate. Starting materials: ClC1=NC(=NC(=N1)OCC1CCCCC1)NC1=CC(=C(C=C1)OC)F ((4-Chloro-6-cyclohexylmethoxy-[1,3,5]triazin-2-yl)-(3-fluoro-4-methoxy-phenyl)-amine), NCC1N(CCC1)CC (2-(aminomethyl)-1-ethylpyrrolidine), [OH-].[Na+] (NaOH), O (water). Run in O1CCOCC1 (1,4-dioxane), CC(=O)C (acetone). Product: [OH-].[NH4+] (ammonium hydroxide), C1(CCCCC1)COC1=NC(=NC(=N1)NCC1N(CCC1)CC)NC1=CC(=C(C=C1)OC)F (6-Cyclohexylmethoxy-N-(1-ethyl-pyrrolidin-2-ylmethyl)-N′-(3-fluoro-4-methoxy-phenyl)-[1,3,5]triazine-2,4-diamine). Isolated yield 120.2%. As a reaction SMILES: Cl[C:2]1[N:7]=[C:6]([O:8][CH2:9][CH:10]2[CH2:15][CH2:14][CH2:13][CH2:12][CH2:11]2)[N:5]=[C:4]([NH:16][C:17]2[CH:22]=[CH:21][C:20]([O:23][CH3:24])=[C:19]([F:25])[CH:18]=2)[N:3]=1.[NH2:26][CH2:27][CH:28]1[CH2:32][CH2:31][CH2:30][N:29]1[CH2:33][CH3:34].[OH-].[Na+].O>O1CCOCC1.CC(C)=O>[OH-:8].[NH4+:3].[CH:10]1([CH2:9][O:8][C:6]2[N:7]=[C:2]([NH:26][CH2:27][CH:28]3[CH2:32][CH2:31][CH2:30][N:29]3[CH2:33][CH3:34])[N:3]=[C:4]([NH:16][C:17]3[CH:22]=[CH:21][C:20]([O:23][CH3:24])=[C:19]([F:25])[CH:18]=3)[N:5]=2)[CH2:15][CH2:14][CH2:13][CH2:12][CH2:11]1 |f:2.3,7.8|. Procedure details: To a sample of 114 (0.3004 g, 0.82 mmol) dissolved in 1,4-dioxane (15 mL) was added a solution of 2-(aminomethyl)-1-ethylpyrrolidine (0.12 mL, 0.82 mmol) in acetone (1 mL) followed by the addition of NaOH (0.33 mL, 2.5 N, 0.82 mmol) and water (1 mL). The reaction mixture was allowed to stir at reflux for about 2 hours under nitrogen. The reaction mixture was extracted 3 times with dichloromethane; the combined organic layers were washed with brine and dried over potassium carbonate. The sample w... Reaction SMILES: [CH3:1][C@H:2]1[NH:7][CH2:6][CH2:5][N:4]([C:8]([O:10][C:11]([CH3:14])([CH3:13])[CH3:12])=[O:9])[CH2:3]1.[S:15](N)([NH2:18])(=[O:17])=[O:16]>O1CCOCC1>[NH2:18][S:15]([N:7]1[CH2:6][CH2:5][N:4]([C:8]([O:10][C:11]([CH3:13])([CH3:12])[CH3:14])=[O:9])[CH2:3][C@H:2]1[CH3:1])(=[O:17])=[O:16]. Procedure: To a solution of tert-butyl (3R)-3-methylpiperazine-1-carboxylate ((the product from step i), 1.1 g) in dioxane (60 ml) was added sulfamide (1.06 g) and the reaction was heated at 110° C. for 18 h. The reaction mixture was then partitioned between DCM (150 ml) and H2O (150 ml). The organics were separated and the aqueous layer was re-extracted with DCM (2×150 ml). Organics were combined, dried (MgSO4) and reduced in vacuo to give the subtitle compound as a pale yellow oil. Yield: 1.44 g Starting materials: C[C@@H]1CN(CCN1)C(=O)OC(C)(C)C (tert-butyl (3R)-3-methylpiperazine-1-carboxylate), C[C@@H]1CN(CCN1)C(=O)OC(C)(C)C (tert-Butyl (3R)-3-methylpiperazine-1-carboxylate), S(=O)(=O)(N)N (sulfamide). Conditions: temperature 110 celsius. Yields the product NS(=O)(=O)N1[C@@H](CN(CC1)C(=O)OC(C)(C)C)C (tert-Butyl (3R)-4-(aminosulfonyl)-3-methylpiperazine-1-carboxylate). Solvent: O1CCOCC1 (dioxane).